From a dataset of the Open Reaction Database (ORD), a public repository of structured organic reaction records. describe an organic reaction: reactants, conditions, products, and yield Starting materials: C(C)(C)(C)OC([C@@H](C(C)C)N(S(=O)(=O)C1=CC=C(C=C1)OC)CC1=CC2=C(N=CN2)C=C1)=O (2(R)-[(benzimidazol-5-ylmethyl)-(4-methoxybenzenesulfonyl)amino]-3-methylbutyric acid tert-butyl ester), FC(C(=O)O)(F)F.C(Cl)Cl (trifluoroacetic acid methylene chloride). Product: N1=CNC2=C1C=CC(=C2)CN([C@@H](C(=O)O)C(C)C)S(=O)(=O)C2=CC=C(C=C2)OC (2(R)-[(benzimidazol-5-ylmethyl)-(4-methoxy-benzenesulfonyl)amino]-3-methylbutyric acid). The yield is 86.5%. RXN SMILES: C([O:5][C:6](=[O:33])[C@H:7]([N:11]([CH2:23][C:24]1[CH:32]=[CH:31][C:27]2[N:28]=[CH:29][NH:30][C:26]=2[CH:25]=1)[S:12]([C:15]1[CH:20]=[CH:19][C:18]([O:21][CH3:22])=[CH:17][CH:16]=1)(=[O:14])=[O:13])[CH:8]([CH3:10])[CH3:9])(C)(C)C.FC(F)(F)C(O)=O.C(Cl)Cl>>[N:28]1[C:27]2[CH:31]=[CH:32][C:24]([CH2:23][N:11]([S:12]([C:15]3[CH:16]=[CH:17][C:18]([O:21][CH3:22])=[CH:19][CH:20]=3)(=[O:14])=[O:13])[C@H:7]([CH:8]([CH3:10])[CH3:9])[C:6]([OH:33])=[O:5])=[CH:25][C:26]=2[NH:30][CH:29]=1 |f:1.2|. Reported procedure: A solution of 2(R)-[(benzimidazol-5-ylmethyl)-(4-methoxybenzenesulfonyl)amino]-3-methylbutyric acid tert-butyl ester (74 mg, 0.156 mmol) in a 1:4 trifluoroacetic acid/methylene chloride mixture (5 mL) was stirred for 2 h. The reaction mixture was concentrated on a roto-evaporator and then on high-vac pump to give 2(R)-[(benzimidazol-5-ylmethyl)-(4-methoxy-benzenesulfonyl)amino]-3-methylbutyric acid (approx. 0.135 mmol). Starting materials: C(C)(=O)C1=C(SC(=C1)Cl)S(=O)(=O)N (3-acetyl-5-chloro-2-thiophenesulfonamide), ClCl (chlorine). Product: C(C)(=O)C1=C(SC(=C1)Cl)SCl (3-acetyl-5-chloro-2-thiophenesulfenyl chloride). RXN SMILES: [C:1]([C:4]1[CH:8]=[C:7]([Cl:9])[S:6][C:5]=1[S:10](N)(=O)=O)(=[O:3])[CH3:2].[Cl:14]Cl>>[C:1]([C:4]1[CH:8]=[C:7]([Cl:9])[S:6][C:5]=1[S:10][Cl:14])(=[O:3])[CH3:2]. Reported procedure: The process comprises displacing the C(2)-chloro of 3-acetyl-2,5-dichlorothiophene (1) with benzyl mercaptide to form the thioether of structure (2), which is then converted to 3-acetyl-5-chloro-2-thiophenesulfonamide (3) by reaction with chlorine to form 3-acetyl-5-chloro-2-thiophenesulfenyl chloride, followed by reaction with ammonia to form 3-acetyl-5-chloro-2-thiophenesulfenamide, and finally oxidation. Bromination provides 3-bromoacetyl-5-chloro-2-thiophenesulfonamide (4), which is converte... Starting materials: C(C)OC(=O)C1=NC(=NO1)CNC(=O)C=1SC(=CC1)Cl (3-{[(5-chloro-thiophene-2-carbonyl)-amino]-methyl}-[1,2,4]oxadiazole-5-carboxylic acid ethyl ester), NC1=C(C=C(C=C1)N1C(COCC1)=O)F (4-(4-amino-3-fluoro-phenyl)-morpholin-3-one). Yields the product O=C1N(CCOC1)C1=CC=C(C=C1)NC(=O)C1=NC(=NO1)CNC(=O)C=1SC(=CC1)Cl (3-{[(5-chloro-thiophene-2-carbonyl)-amino]-methyl}-[1,2,4]oxadiazole-5-carboxylic acid [4-(3-oxo-morpholin-4-yl)-phenyl]-amide). Reaction SMILES: C(O[C:4]([C:6]1[O:10][N:9]=[C:8]([CH2:11][NH:12][C:13]([C:15]2[S:16][C:17]([Cl:20])=[CH:18][CH:19]=2)=[O:14])[N:7]=1)=[O:5])C.[NH2:21][C:22]1[CH:27]=[CH:26][C:25]([N:28]2[CH2:33][CH2:32][O:31][CH2:30][C:29]2=[O:34])=[CH:24][C:23]=1F>>[O:34]=[C:29]1[CH2:30][O:31][CH2:32][CH2:33][N:28]1[C:25]1[CH:24]=[CH:23][C:22]([NH:21][C:4]([C:6]2[O:10][N:9]=[C:8]([CH2:11][NH:12][C:13]([C:15]3[S:16][C:17]([Cl:20])=[CH:18][CH:19]=3)=[O:14])[N:7]=2)=[O:5])=[CH:27][CH:26]=1. Procedure: In analogy to example 1E 3-{[(5-chloro-thiophene-2-carbonyl)-amino]-methyl}-[1,2,4]oxadiazole-5-carboxylic acid ethyl ester (example 1D) was reacted with 4-(4-amino-3-fluoro-phenyl)-morpholin-3-one (CAS 438056-69-0) to give 3-{[(5-chloro-thiophene-2-carbonyl)-amino]-methyl}-[1,2,4]oxadiazole-5-carboxylic acid [4-(3-oxo-morpholin-4-yl)-phenyl]-amide. Light yellow solid. MS 462.0 ([M+H]−) The reactants are CC[N+](CC)(CC)Cc1ccccc1, CC(C)CCON=O, CCCCCCC, [Cl-], C[Si](C)(Cl)Cl, Nc1nc(Cl)c2[nH]cnc2n1. The product is Clc1nc(Cl)c2[nH]cnc2n1. RXN SMILES: [CH2:26]([N+:27]([CH2:28][CH3:29])([CH2:30][CH3:31])[CH2:32][CH3:33])[c:34]1[cH:35][cH:36][cH:37][cH:38][cH:39]1.[CH3:17][CH:18]([CH2:19][CH2:20][O:21][N:22]=[O:23])[CH3:24].[CH3:40][CH2:41][CH2:42][CH2:43][CH2:44][CH2:45][CH3:46].[Cl-:25].[Cl:12][Si:13]([Cl:14])([CH3:15])[CH3:16].[NH2:1][c:2]1[n:3][c:4]([Cl:11])[c:5]2[nH:6][cH:7][n:8][c:9]2[n:10]1>>[c:2]1([Cl:12])[n:3][c:4]([Cl:11])[c:5]2[nH:6][cH:7][n:8][c:9]2[n:10]1.